Dataset: the Open Reaction Database (ORD), a public repository of structured organic reaction records. Task: describe an organic reaction: reactants, conditions, products, and yield The reactants are C(N)(=O)OC[C@H](COC(C)=O)C1=C(C=CC=C1)C ((S)-3-acetoxy-2-(o-methylphenyl)propanol carbamate), C(N)(=O)OC[C@H](COC(C)=O)C1=CC=CC=C1 ((S)-3-acetoxy-2-phenylpropanol carbamate). Yields the product C(N)(=O)OC[C@H](CO)C1=C(C=CC=C1)C ((S)-2-(o-methylphenyl)-1,3-propanediol Monocarbamate). Yield: 78.3%. As a reaction SMILES: [C:1]([O:4][CH2:5][C@@H:6]([C:12]1[CH:17]=[CH:16][CH:15]=[CH:14][C:13]=1[CH3:18])[CH2:7][O:8]C(=O)C)(=[O:3])[NH2:2].C(OC[C@@H](C1C=CC=CC=1)COC(=O)C)(=O)N>>[C:1]([O:4][CH2:5][C@@H:6]([C:12]1[CH:17]=[CH:16][CH:15]=[CH:14][C:13]=1[CH3:18])[CH2:7][OH:8])(=[O:3])[NH2:2]. Reported procedure: The title compound was synthesized in a similar manner to that of Example XXII, except that (S)-3-acetoxy-2-(o-methylphenyl)propanol carbamate, instead of (S)-3-acetoxy-2-phenylpropanol carbamate, was used as a starting material. Yield 78.3%. Purity 99.0%. Starting materials: CC(C)(C)OC(=O)CBr, O=C(Nc1cc[nH]c(=O)n1)c1ccccc1, O=C([O-])[O-], CN(C)C=O, [K+], [K+]. The product is CC(C)(C)OC(=O)Cn1ccc(NC(=O)c2ccccc2)nc1=O. Reaction SMILES: [Br:1][CH2:2][C:3](=[O:4])[O:5][C:6]([CH3:7])([CH3:8])[CH3:9].[C:10]([c:11]1[cH:12][cH:13][cH:14][cH:15][cH:16]1)(=[O:17])[NH:18][c:19]1[n:20][c:21](=[O:25])[nH:22][cH:23][cH:24]1.[C:26](=[O:27])([O-:28])[O-:29].[CH3:32][N:33]([CH3:34])[CH:35]=[O:36].[K+:30].[K+:31]>>[CH2:2]([C:3](=[O:4])[O:5][C:6]([CH3:7])([CH3:8])[CH3:9])[n:22]1[c:21](=[O:25])[n:20][c:19]([NH:18][C:10]([c:11]2[cH:12][cH:13][cH:14][cH:15][cH:16]2)=[O:17])[cH:24][cH:23]1.